This data is from the Open Reaction Database (ORD), a public repository of structured organic reaction records. The task is: describe an organic reaction: reactants, conditions, products, and yield Reactants: COc1ccc2nc3c(c(C)c2c1)CCNCC3, CCOC(=O)Cl. The product is CCOC(=O)N1CCc2nc3ccc(OC)cc3c(C)c2CC1, Cl. As a reaction SMILES: [CH3:1][O:2][c:3]1[cH:4][c:5]2[c:6]([CH3:18])[c:7]3[c:8]([n:9][c:10]2[cH:11][cH:12]1)[CH2:13][CH2:14][NH:15][CH2:16][CH2:17]3.[Cl:19][C:20](=[O:21])[O:22][CH2:23][CH3:24]>>[CH3:1][O:2][c:3]1[cH:4][c:5]2[c:6]([CH3:18])[c:7]3[c:8]([n:9][c:10]2[cH:11][cH:12]1)[CH2:13][CH2:14][N:15]([C:20](=[O:21])[O:22][CH2:23][CH3:24])[CH2:16][CH2:17]3.[ClH:19].